Dataset: the Open Reaction Database (ORD), a public repository of structured organic reaction records. Task: describe an organic reaction: reactants, conditions, products, and yield Reactants: CCO, N#Cc1nc(-c2ccc(Cl)cc2)cc(C(F)(F)F)n1, Cl, NO, [Na+], [Na+], O=C([O-])[O-], O. Product: N=C(NO)c1nc(-c2ccc(Cl)cc2)cc(C(F)(F)F)n1. Reaction SMILES: [CH3:30][CH2:31][OH:32].[Cl:1][c:2]1[cH:3][cH:4][c:5](-[c:8]2[n:9][c:10]([C:18]#[N:19])[n:11][c:12]([C:14]([F:15])([F:16])[F:17])[cH:13]2)[cH:6][cH:7]1.[ClH:20].[NH2:21][OH:22].[Na+:23].[Na+:24].[O-:25][C:26](=[O:27])[O-:28].[OH2:29]>>[Cl:1][c:2]1[cH:3][cH:4][c:5](-[c:8]2[n:9][c:10]([C:18](=[NH:19])[NH:21][OH:22])[n:11][c:12]([C:14]([F:15])([F:16])[F:17])[cH:13]2)[cH:6][cH:7]1. The reactants are COC1=C2C=CC=CC2=C(C2=CC=CC=C12)C=O (10-Methoxy-9-anthracenecarbaldehyde), ClC1=C2C=CC=CC2=C(C2=CC=CC=C12)C=O (10-chloro-9-anthraldehyde), CC[O-].[Na+] (NaOEt), CCO (EtOH). Run in C(Cl)Cl.CCCCCC (CH2Cl2 hexane). Yields the product C(C)OC1=C2C=CC=CC2=C(C2=CC=CC=C12)C=O (10-ethoxy-9-anthracenecarbaldehyde). Reaction SMILES: [CH3:1][O:2][C:3]1[C:16]2[C:11](=[CH:12][CH:13]=[CH:14][CH:15]=2)[C:10]([CH:17]=[O:18])=[C:9]2[C:4]=1[CH:5]=[CH:6][CH:7]=[CH:8]2.[CH3:19]C[O-].[Na+].CCO.ClC1C2C(=CC=CC=2)C(C=O)=C2C=1C=CC=C2>C(Cl)Cl.CCCCCC>[CH2:1]([O:2][C:3]1[C:4]2[C:9](=[CH:8][CH:7]=[CH:6][CH:5]=2)[C:10]([CH:17]=[O:18])=[C:11]2[C:16]=1[CH:15]=[CH:14][CH:13]=[CH:12]2)[CH3:19] |f:1.2,5.6|. Procedure details: Using the procedure outlined in 13A, except that NaOEt (Aldrich)/EtOH was used instead of NaOCH3 /CH3OH, 10-chloro-9-anthraldehyde (Aldrich) gave 10-ethoxy-9-anthracenecarbaldehyde mp 88°-90°, (CH2Cl2 /hexane) (C, H).